Dataset: the Open Reaction Database (ORD), a public repository of structured organic reaction records. Task: describe an organic reaction: reactants, conditions, products, and yield Reactants: C1(=C(C=CC=C1)CC(C)=O)C (1-o-Tolyl-propan-2-one), [Cr](=O)(=O)([O-])Cl.[NH+]1=CC=CC=C1 (pyridinium chlorochromate), N1=CC=CC=C1 (pyridine). Solvent: C(Cl)Cl (DCM). Product: C1(=C(C=CC=C1)C(C(C)=O)=O)C (1-o-Tolyl-propane-1,2-dione). Yield: 15.4%. Reaction SMILES: [C:1]1([CH3:11])[CH:6]=[CH:5][CH:4]=[CH:3][C:2]=1[CH2:7][C:8](=[O:10])[CH3:9].[Cr](Cl)([O-])(=O)=[O:13].[NH+]1C=CC=CC=1.N1C=CC=CC=1>C(Cl)Cl>[C:1]1([CH3:11])[CH:6]=[CH:5][CH:4]=[CH:3][C:2]=1[C:7](=[O:13])[C:8](=[O:10])[CH3:9] |f:1.2|. Reported procedure: A mixture of 7 g (47.23 mmol) 1-o-Tolyl-propan-2-one, 30.5 g (0.141 mol) pyridinium chlorochromate and 11.2 g (0.141 mol) pyridine in 200 ml DCM was heated to reflux for 16 h. The mixture was filtered through a pad of silica and the filtrate was evaporated under reduced pressure. The residue was purified by flash column chromatography on silica eluting with ethyl acetate/n-hexane 1:4. The product fractions were evaporated to yield 1.178 g (15%) of the title compound.